From a dataset of the Open Reaction Database (ORD), a public repository of structured organic reaction records. describe an organic reaction: reactants, conditions, products, and yield Reactants: C(C(=C)C)(=O)N (methacrylic acid amide), CN1C(CCC1)=O (N-methylpyrrolidone), OC(C(=O)N)(C)C (α-hydroxyisobutyric acid amide). Run in CC(=O)C (acetone). Product: C(C(=C)C)(=O)O (methacrylic acid), C(C(=C)C)#N (methacrylonitrile). The yield is 8.0%. As a reaction SMILES: CN1CCCC1=[O:7].O[C:9]([CH3:14])([CH3:13])[C:10](N)=[O:11].[C:15]([NH2:20])(=O)[C:16]([CH3:18])=[CH2:17]>CC(C)=O>[C:10]([OH:7])(=[O:11])[C:9]([CH3:14])=[CH2:13].[C:15](#[N:20])[C:16]([CH3:18])=[CH2:17]. Reported procedure: At the step (III) of Example 1, the reaction was carried out in the same manner as in Example 1 except that an aqueous solution was used in place of the N-methylpyrrolidone solution. As a result, the conversion of the α-hydroxyisobutyric acid amide as starting material was 98.6%, and the yield of methacrylic acid amide based on the converted starting material was 41.8 ol %. In addition, 32% of methacrylic acid, 10% of acetone, and 8% of methacrylonitrile were formed. The reactants are CC(C)C[Al+]CC(C)C, CO, Cc1ccccc1, N#Cc1ccc(Cl)nc1, [H-], O=S(=O)(O)O. Product: O=Cc1ccc(Cl)nc1. Reaction SMILES: [CH2:11]([Al+:12][CH2:13][CH:14]([CH3:15])[CH3:16])[CH:17]([CH3:18])[CH3:19].[CH3:20][OH:21].[CH3:27][c:28]1[cH:29][cH:30][cH:31][cH:32][cH:33]1.[Cl:1][c:2]1[n:3][cH:4][c:5]([C:8]#[N:9])[cH:6][cH:7]1.[H-:10].[S:22]([OH:23])(=[O:24])(=[O:25])[OH:26]>>[Cl:1][c:2]1[n:3][cH:4][c:5]([CH:8]=[O:23])[cH:6][cH:7]1. The reactants are [N+](=O)([O-])C1=C(C(=CC(=C1)C(F)(F)F)[N+](=O)[O-])Cl (2,6-dinitro-4-trifluoromethylchlorobenzene), oxides of nitrogen, CS(=O)C (dimethylsulfoxide), CN(C(S)=S)C.[Na] (sodium dimethyldithiocarbamic acid), O (water). The solvent is C(Cl)(Cl)Cl (chloroform). Reaction conditions: time 3 hour. The product is [N+](=O)([O-])C1=CC(=CC=2SC(SC21)=O)C(F)(F)F (4-nitro-6-trifluoromethyl-1,3-benzodithiole-2-one). Isolated yield 43.3%. Reaction SMILES: [N+:1]([C:4]1[CH:9]=[C:8]([C:10]([F:13])([F:12])[F:11])[CH:7]=[C:6]([N+]([O-])=O)[C:5]=1Cl)([O-:3])=[O:2].CS(C)=[O:20].CN(C)[C:24](=[S:26])[SH:25].[Na].O>C(Cl)(Cl)Cl>[N+:1]([C:4]1[C:5]2[S:26][C:24](=[O:20])[S:25][C:6]=2[CH:7]=[C:8]([C:10]([F:13])([F:12])[F:11])[CH:9]=1)([O-:3])=[O:2] |f:2.3,^1:27|. Procedure details: The compound of Example I is prepared in the following manner: To a magnetically stirred solution of 16.2 g (60 mmoles) 2,6-dinitro-4-trifluoromethylchlorobenzene in 60 ml. dimethylsulfoxide was added dropwise a solution of 10.74 g (60 mmoles) sodium dimethyldithiocarbamic acid. The reaction is mildly exothermic and accompanied by evolution of oxides of nitrogen. After allowing the reaction mixture to stir for 3 hours, 450 ml. water and 225 ml. chloroform are added and, after shaking well in an ... Starting materials: C1CCOC1, CO, [Li+], [OH-], O, O, C=CCCCCCC(NC(=O)OC(C)(C)C)C(=O)N1CC(SCCCC)(c2ccc(-c3ccccc3)cc2)CC1C(=O)OC. Yields the product C=CCCCCCC(NC(=O)OC(C)(C)C)C(=O)N1CC(SCCCC)(c2ccc(-c3ccccc3)cc2)CC1C(=O)O. As a reaction SMILES: [CH2:48]1[O:49][CH2:50][CH2:51][CH2:52]1.[CH3:53][OH:54].[Li+:47].[OH-:46].[OH2:45].[OH2:55].[c:1]1(-[c:39]2[cH:40][cH:41][cH:42][cH:43][cH:44]2)[cH:2][cH:3][c:4]([C:7]2([S:34][CH2:35][CH2:36][CH2:37][CH3:38])[CH2:8][CH:9]([C:30](=[O:31])[O:32][CH3:33])[N:10]([C:12]([CH:13]([CH2:14][CH2:15][CH2:16][CH2:17][CH2:18][CH:19]=[CH2:20])[NH:21][C:22](=[O:23])[O:24][C:25]([CH3:26])([CH3:27])[CH3:28])=[O:29])[CH2:11]2)[cH:5][cH:6]1>>[c:1]1(-[c:39]2[cH:40][cH:41][cH:42][cH:43][cH:44]2)[cH:2][cH:3][c:4]([C:7]2([S:34][CH2:35][CH2:36][CH2:37][CH3:38])[CH2:8][CH:9]([C:30](=[O:31])[OH:32])[N:10]([C:12]([CH:13]([CH2:14][CH2:15][CH2:16][CH2:17][CH2:18][CH:19]=[CH2:20])[NH:21][C:22](=[O:23])[O:24][C:25]([CH3:26])([CH3:27])[CH3:28])=[O:29])[CH2:11]2)[cH:5][cH:6]1. The reactants are FC(C(=O)C=1C(=NC(=CC1)C)N1N=C(C=C1)C)(F)F (2,2,2-trifluoro-1-(6-methyl-2-(3-methyl-1H-pyrazol-1-yl)pyridin-3-yl)ethanone), (S)-(−)-2-Butyl-CBS-oxazaborolidine, [B]1OC2=CC=CC=C2O1 (catecholborane), [OH-].[Na+] (NaOH), OO (H2O2). The solvent is C1CCOC1 (THF). Conditions: temperature -70 celsius, time 12 hour. Product: FC([C@H](O)C=1C(=NC(=CC1)C)N1N=C(C=C1)C)(F)F ((R)-2,2,2-trifluoro-1-(6-methyl-2-(3-methyl-1H-pyrazol-1-yl)pyridin-3-yl)ethanol). Reaction SMILES: [B]1OC2C(=CC=CC=2)O1.[F:10][C:11]([F:28])([F:27])[C:12]([C:14]1[C:15]([N:21]2[CH:25]=[CH:24][C:23]([CH3:26])=[N:22]2)=[N:16][C:17]([CH3:20])=[CH:18][CH:19]=1)=[O:13].[OH-].[Na+].OO>C1COCC1>[F:28][C:11]([F:10])([F:27])[C@@H:12]([C:14]1[C:15]([N:21]2[CH:25]=[CH:24][C:23]([CH3:26])=[N:22]2)=[N:16][C:17]([CH3:20])=[CH:18][CH:19]=1)[OH:13] |f:2.3,^1:0|. Reported procedure: A solution of (S)-(−)-2-Butyl-CBS-oxazaborolidine solution (3.0 ml 1.0 M in toluene) and catecholborane (30 ml 1.0 M in THF) was stirred at RT for 30 min. The mixture was then cooled to −70° C. and 2,2,2-trifluoro-1-(6-methyl-2-(3-methyl-1H-pyrazol-1-yl)pyridin-3-yl)ethanone (1 g, 2.9 mmol) in THF (16 mL) was added dropwise. After addition, the reaction mixture was warmed up to −32° C. and stirred for 12 h. After this time, 3N NaOH (18 mL) was added followed by H2O2 (18 mL) and the temperature o... The reactants are C(C=C)OCC1(NC(NC1=O)=O)C1=CC(=CC=C1)C(F)(F)F (4-[(2-propenyloxy)methyl]-4-(3-trifluoromethylphenyl)imidazolidin-2,5-dione), BrC1=CC(=C(C#N)C=C1)C(F)(F)F (4-bromo-2-(trifluoromethyl)benzonitrile). The reagents and catalysts are [Cu]=O (copper oxide). Run in CC(=O)N(C)C (DMAC). Conditions: temperature 130 celsius. Yields the product O=C1N(C(C(N1)(C1=CC(=CC=C1)C(F)(F)F)COCC=C)=O)C1=CC(=C(C#N)C=C1)C(F)(F)F (4-[2,5-Dioxo-4-[(2-propenyloxy)methyl]-4-(3-trifluoromethylphenyl)-imidazolidin-1-yl]-2-trifluoromethylbenzonitrile). RXN SMILES: [CH2:1]([O:4][CH2:5][C:6]1([C:13]2[CH:18]=[CH:17][CH:16]=[C:15]([C:19]([F:22])([F:21])[F:20])[CH:14]=2)[C:10](=[O:11])[NH:9][C:8](=[O:12])[NH:7]1)[CH:2]=[CH2:3].Br[C:24]1[CH:31]=[CH:30][C:27]([C:28]#[N:29])=[C:26]([C:32]([F:35])([F:34])[F:33])[CH:25]=1>CC(N(C)C)=O.[Cu]=O>[O:12]=[C:8]1[NH:7][C:6]([CH2:5][O:4][CH2:1][CH:2]=[CH2:3])([C:13]2[CH:18]=[CH:17][CH:16]=[C:15]([C:19]([F:21])([F:22])[F:20])[CH:14]=2)[C:10](=[O:11])[N:9]1[C:24]1[CH:31]=[CH:30][C:27]([C:28]#[N:29])=[C:26]([C:32]([F:33])([F:35])[F:34])[CH:25]=1. Procedure: To a solution of 4-[(2-propenyloxy)methyl]-4-(3-trifluoromethylphenyl)imidazolidin-2,5-dione (1.45 g) and 4-bromo-2-(trifluoromethyl)benzonitrile (1.15 g) in DMAC (7 mL) is added copper oxide (528 mg). The mixture is refluxed overnight at 130° C. The mixture is concentrated, taken in ethyl acetate, washed with a 10% aqueous ammonia solution and brine. The organic phase is dried over magnesium sulfate, concentrated under vacuum and purified on silica gel (ethyl acetate/cyclohexane 0/100 to 50/50)...